Dataset: the Open Reaction Database (ORD), a public repository of structured organic reaction records. Task: describe an organic reaction: reactants, conditions, products, and yield Reactants: CC(C)(C)[Si](C)(C)OCCCCO, ClCCl, CC(C)CN(CC(O)C(Cc1ccc(O)cc1)NC(=O)OC1COC2OCCC12)S(=O)(=O)c1ccc2c(c1)OCO2, CC(C)OC(=O)N=NC(=O)OC(C)C, c1ccc(P(c2ccccc2)c2ccccc2)cc1. Product: CC(C)CN(CC(O)C(Cc1ccc(OCCCCO[Si](C)(C)C(C)(C)C)cc1)NC(=O)OC1COC2OCCC12)S(=O)(=O)c1ccc2c(c1)OCO2. RXN SMILES: [C:61]([CH3:62])([CH3:63])([CH3:64])[Si:65]([O:66][CH2:67][CH2:68][CH2:69][CH2:70][OH:71])([CH3:72])[CH3:73].[Cl:88][CH2:89][Cl:90].[O:1]1[CH2:2][O:3][c:4]2[c:5]1[cH:6][cH:7][c:8]([S:10](=[O:11])(=[O:12])[N:13]([CH2:14][CH:15]([CH:16]([CH2:17][c:18]1[cH:19][cH:20][c:21]([OH:24])[cH:22][cH:23]1)[NH:25][C:26]([O:27][CH:28]1[CH2:29][O:30][CH:31]3[O:32][CH2:33][CH2:34][CH:35]13)=[O:36])[OH:37])[CH2:38][CH:39]([CH3:40])[CH3:41])[cH:9]2.[O:74]=[C:75]([O:76][CH:77]([CH3:78])[CH3:79])[N:80]=[N:81][C:82]([O:83][CH:84]([CH3:85])[CH3:86])=[O:87].[c:42]1([P:43]([c:44]2[cH:45][cH:46][cH:47][cH:48][cH:49]2)[c:50]2[cH:51][cH:52][cH:53][cH:54][cH:55]2)[cH:56][cH:57][cH:58][cH:59][cH:60]1>>[O:1]1[CH2:2][O:3][c:4]2[c:5]1[cH:6][cH:7][c:8]([S:10](=[O:11])(=[O:12])[N:13]([CH2:14][CH:15]([CH:16]([CH2:17][c:18]1[cH:19][cH:20][c:21]([O:24][CH2:70][CH2:69][CH2:68][CH2:67][O:66][Si:65]([C:61]([CH3:62])([CH3:63])[CH3:64])([CH3:72])[CH3:73])[cH:22][cH:23]1)[NH:25][C:26]([O:27][CH:28]1[CH2:29][O:30][CH:31]3[O:32][CH2:33][CH2:34][CH:35]13)=[O:36])[OH:37])[CH2:38][CH:39]([CH3:40])[CH3:41])[cH:9]2. Starting materials: CN1CCN(CC(C1)O)C (1,4-dimethy-6-hydroxyhexahydro-1H-1,4-diazepine), C(CCC)[Li] (n-butyllithium), N1N=C(C2=CC=CC=C12)C(=O)O (1H-indazole-3-carboxylic acid), N,N'-carbonyldiimidazole. Run in O1CCCC1 (tetrahydrofuran), CCCCCC (hexane), CN(C=O)C (N,N-dimethylformamide). Reaction conditions: temperature 80 celsius, time 30 minute. Product: N1N=C(C2=CC=CC=C12)C(=O)OC1CN(CCN(C1)C)C ((1,4-dimethylhexahydro-1H-1,4-diazepin-6-yl) 1H-indazole-3-carboxylate). Yield: 67.5%. Reaction SMILES: [CH3:1][N:2]1[CH2:8][CH:7]([OH:9])[CH2:6][N:5]([CH3:10])[CH2:4][CH2:3]1.C([Li])CCC.[NH:16]1[C:24]2[C:19](=[CH:20][CH:21]=[CH:22][CH:23]=2)[C:18]([C:25](O)=[O:26])=[N:17]1>O1CCCC1.CCCCCC.CN(C)C=O>[NH:16]1[C:24]2[C:19](=[CH:20][CH:21]=[CH:22][CH:23]=2)[C:18]([C:25]([O:9][CH:7]2[CH2:6][N:5]([CH3:10])[CH2:4][CH2:3][N:2]([CH3:1])[CH2:8]2)=[O:26])=[N:17]1. Reported procedure: To a solution of 1,4-dimethy-6-hydroxyhexahydro-1H-1,4-diazepine (1.9 g) in anhydrous tetrahydrofuran (10 ml), a solution of n-butyllithium in hexane (9.4 g) is added dropwise under nitrogen stream at 25° C., and the mixture is stirred for 30 minutes at the same temperature. To the reaction mixture is added dropwise, the reaction mixture prepared by the following method; to a solution of 1H-indazole-3-carboxylic acid (2.0 g) in anhydrous N,N-dimethylformamide (20 ml), N,N'-carbonyldiimidazole (2... Solvent: S(O)(O)(=O)=O (sulfuric acid). Reported procedure: Specifically, 4-fluoroisoquinoline (3) is nitrified with potassium nitrate in sulfuric acid, to thereby form 4-fluoro-5-nitroisoquinoline (4a) and a position isomer (4b) thereof [step A]. Subsequently, these two products are reduced by use of concentrated hydrochloric acid and stannous chloride dihydrate, to thereby form 4-fluoro-5-aminoisoquinoline (5a) and a position isomer (5b) thereof [step B]. 5-Amino-4-fluoroisoquinoline (5a) is separated through column chromatography for purification [ste... Starting materials: FC1=CN=CC2=CC=CC=C12 (4-fluoroisoquinoline), [N+](=O)([O-])[O-].[K+] (potassium nitrate). Reaction SMILES: [F:1][C:2]1[C:11]2[C:6](=[CH:7][CH:8]=[CH:9][CH:10]=2)[CH:5]=[N:4][CH:3]=1.[N+:12]([O-])([O-:14])=[O:13].[K+]>S(=O)(=O)(O)O>[F:1][C:2]1[C:11]2[C:6](=[CH:7][CH:8]=[CH:9][C:10]=2[N+:12]([O-:14])=[O:13])[CH:5]=[N:4][CH:3]=1 |f:1.2|. Product: FC1=CN=CC2=CC=CC(=C12)[N+](=O)[O-] (4-fluoro-5-nitroisoquinoline). The reactants are resultant mixture, ClC1=CC(=CC=C1)C(=O)OO (m-chloroperbenzoic acid), C(C)(C)(C)OC(=O)CON=C(C(=O)NC1[C@@H]2N(C(=C(CS2)CSC=2C=CC=3N(N2)C=NN3)C(=O)OC(C3=CC=CC=C3)C3=CC=CC=C3)C1=O)C=1N=CSC1 (benzhydryl 7-[2-t-butoxycarbonylmethoxyimino-2-(4-thiazolyl)acetamido]-3-(1,2,4-triazolo[4,3-b]pyridazin-6-yl)thiomethyl-3-cephem-4-carboxylate), C(C)(C)(C)OC(=O)CON=C(C(=O)NC1[C@@H]2N(C(C(=CS2)CSC=2C=CC=3N(N2)C=NN3)C(=O)OC(C3=CC=CC=C3)C3=CC=CC=C3)C1=O)C=1N=CSC1 (benzhydryl 7-[2-t-butoxycarbonylmethoxyimino-2-(4-thiazolyl)acetamido]-3-(1,2,4-triazolo[4,3-b]pyridazin-6-yl)thiomethyl-2-cephem-4-carboxylate). The solvent is C(C)(=O)OCC (ethyl acetate), C(C)(=O)OCC (ethyl acetate). The product is C(C)(C)(C)OC(=O)CON=C(C(=O)NC1[C@@H]2N(C(=C(CS2=O)CSC=2C=CC=3N(N2)C=NN3)C(=O)OC(C3=CC=CC=C3)C3=CC=CC=C3)C1=O)C=1N=CSC1 (benzhydryl 7-[2-t-butoxycarbonylmethoxyimino-2-(4-thiazolyl)acetamido]-3-(1,2,4-triazolo[4,3-b]pyridazin-6-yl)thiomethyl-3-cephem-4-carboxylate-1-oxide). The yield is 91.0%. RXN SMILES: ClC1C=CC=C(C(OO)=[O:9])C=1.[C:12]([O:16][C:17]([CH2:19][O:20][N:21]=[C:22]([C:62]1[N:63]=[CH:64][S:65][CH:66]=1)[C:23]([NH:25][CH:26]1[C:60](=[O:61])[N:28]2[C:29]([C:44]([O:46][CH:47]([C:54]3[CH:59]=[CH:58][CH:57]=[CH:56][CH:55]=3)[C:48]3[CH:53]=[CH:52][CH:51]=[CH:50][CH:49]=3)=[O:45])=[C:30]([CH2:33][S:34][C:35]3[CH:36]=[CH:37][C:38]4[N:39]([CH:41]=[N:42][N:43]=4)[N:40]=3)[CH2:31][S:32][C@H:27]12)=[O:24])=[O:18])([CH3:15])([CH3:14])[CH3:13].C(OC(CON=C(C1N=CSC=1)C(NC1C(=O)N2C(C(OC(C3C=CC=CC=3)C3C=CC=CC=3)=O)C(CSC3C=CC4N(C=NN=4)N=3)=CS[C@H]12)=O)=O)(C)(C)C>C(OCC)(=O)C>[C:12]([O:16][C:17]([CH2:19][O:20][N:21]=[C:22]([C:62]1[N:63]=[CH:64][S:65][CH:66]=1)[C:23]([NH:25][CH:26]1[C:60](=[O:61])[N:28]2[C:29]([C:44]([O:46][CH:47]([C:54]3[CH:55]=[CH:56][CH:57]=[CH:58][CH:59]=3)[C:48]3[CH:49]=[CH:50][CH:51]=[CH:52][CH:53]=3)=[O:45])=[C:30]([CH2:33][S:34][C:35]3[CH:36]=[CH:37][C:38]4[N:39]([CH:41]=[N:42][N:43]=4)[N:40]=3)[CH2:31][S:32](=[O:9])[C@H:27]12)=[O:24])=[O:18])([CH3:15])([CH3:13])[CH3:14]. Reported procedure: A solution of m-chloroperbenzoic acid (0.4 g) (purity: 80%) in ethyl acetate (5 ml) was added to a solution of a mixture (1.4 g) of benzhydryl 7-[2-t-butoxycarbonylmethoxyimino-2-(4-thiazolyl)acetamido]-3-(1,2,4-triazolo[4,3-b]pyridazin-6-yl)thiomethyl-3-cephem-4-carboxylate (syn isomer) and benzhydryl 7-[2-t-butoxycarbonylmethoxyimino-2-(4-thiazolyl)acetamido]-3-(1,2,4-triazolo[4,3-b]pyridazin-6-yl)thiomethyl-2-cephem-4-carboxylate (syn isomer) in ethyl acetate (10 ml) under ice-cooling and the... Starting materials: CCOC(C)=O, C1COCCO1, O, BrP(Br)Br, OCCCCc1ccccc1. The product is BrCCCCc1ccccc1. As a reaction SMILES: [CH3:23][CH2:24][O:25][C:26](=[O:27])[CH3:28].[O:17]1[CH2:18][CH2:19][O:20][CH2:21][CH2:22]1.[OH2:16].[P:1]([Br:2])([Br:3])[Br:4].[c:5]1([CH2:11][CH2:12][CH2:13][CH2:14][OH:15])[cH:6][cH:7][cH:8][cH:9][cH:10]1>>[Br:2][CH2:14][CH2:13][CH2:12][CH2:11][c:5]1[cH:6][cH:7][cH:8][cH:9][cH:10]1. Reactants: C(C1=CC=CC=C1)OC=1C=C2CC[C@H]3N(C2=CC1)C(O[C@H]3CO)=O (trans-7-benzyloxy-3-hydroxymethyl-3,3a,4,5-tetrahydro-1H-oxazolo[3,4-a]quinolin-1-one), O (water). Reagents/catalysts: [Pd] (palladium-on-charcoal). Run in C(C)O (ethanol), O1CCCC1 (tetrahydrofuran). Yields the product OC=1C=C2CC[C@H]3N(C2=CC1)C(O[C@H]3CO)=O (trans-7-Hydroxy-3-hydroxymethyl-3,3a,4,5-tetrahydro-1H-oxazolo[3,4-a]quinolin-1-one). Yield: 50.8%. RXN SMILES: C([O:8][C:9]1[CH:10]=[C:11]2[C:16](=[CH:17][CH:18]=1)[N:15]1[C:19](=[O:24])[O:20][C@@H:21]([CH2:22][OH:23])[C@H:14]1[CH2:13][CH2:12]2)C1C=CC=CC=1.O>C(O)C.O1CCCC1.[Pd]>[OH:8][C:9]1[CH:10]=[C:11]2[C:16](=[CH:17][CH:18]=1)[N:15]1[C:19](=[O:24])[O:20][C@@H:21]([CH2:22][OH:23])[C@H:14]1[CH2:13][CH2:12]2. Procedure: 3.0 g (9.2 mmol) of trans-7-benzyloxy-3-hydroxymethyl-3,3a,4,5-tetrahydro-1H-oxazolo[3,4-a]quinolin-1-one, dissolved in 20 ml of ethanol and 40 ml of tetrahydrofuran, are hydrogenated for 1 h in the presence of 1 g of 10% palladium-on-charcoal containing 50% of water. The mixture is then filtered on silica and the solvent is evaporated off under reduced pressure. 1.1 g of product are obtained. Starting materials: CC(CO)C1CC=C2C3=C(CCC21C)C1(C)CCC(OC(=O)c2ccccc2)C(C)(C)C1CC3, ClCCl, O=[Cr](=O)([O-])Cl, O=[Cr](=O)([O-])Cl, c1cc[nH+]cc1. Product: CC(C=O)C1CC=C2C3=C(CCC21C)C1(C)CCC(OC(=O)c2ccccc2)C(C)(C)C1CC3. RXN SMILES: [C:6]([c:7]1[cH:8][cH:9][cH:10][cH:11][cH:12]1)(=[O:13])[O:14][CH:15]1[C:16]([CH3:38])([CH3:39])[CH:17]2[CH2:18][CH2:19][C:20]3=[C:32]([CH2:31][CH2:30][C:29]4([CH3:37])[C:21]3=[CH:22][CH2:23][CH:24]4[CH:25]([CH2:26][OH:27])[CH3:28])[C:33]2([CH3:36])[CH2:34][CH2:35]1.[Cl:51][CH2:52][Cl:53].[Cr:1]([Cl:2])([O-:3])(=[O:4])=[O:5].[O:40]=[Cr:41]([Cl:42])([O-:43])=[O:44].[nH+:45]1[cH:46][cH:47][cH:48][cH:49][cH:50]1>>[C:6]([c:7]1[cH:8][cH:9][cH:10][cH:11][cH:12]1)(=[O:13])[O:14][CH:15]1[C:16]([CH3:38])([CH3:39])[CH:17]2[CH2:18][CH2:19][C:20]3=[C:32]([CH2:31][CH2:30][C:29]4([CH3:37])[C:21]3=[CH:22][CH2:23][CH:24]4[CH:25]([CH:26]=[O:27])[CH3:28])[C:33]2([CH3:36])[CH2:34][CH2:35]1. Starting materials: [NH2-].[Na+] (sodium amide), ClC=1C=CC(=C(C1)C(O)C1=CC=CC=C1)O (5-chloro-2-hydroxy-α-phenyl-benzene-methanol), [K] (potassium), desired acid, ClC(C(=O)[O-])Cl.[K+] (potassium dichloroacetate). The solvent is O (water), C1(=CC=CC=C1)C (toluene), CN(P(=O)(N(C)C)N(C)C)C (hexamethylphosphoramide), C1(=CC=CC=C1)C (toluene), C(C)(=O)OCC (ethyl acetate). Reaction conditions: time 2 hour. Product: ClC1=CC2=C(OC(OC2C2=CC=CC=C2)C(=O)O)C=C1 (6-chloro-4-phenyl-[4H]-1,3-benzodioxin-2-carboxylic acid). The yield is 14.2%. As a reaction SMILES: [Cl:1][C:2]1[CH:3]=[CH:4][C:5]([OH:16])=[C:6]([CH:8]([C:10]2[CH:15]=[CH:14][CH:13]=[CH:12][CH:11]=2)[OH:9])[CH:7]=1.[NH2-].[Na+].Cl[CH:20](Cl)[C:21]([O-:23])=[O:22].[K+].[K]>C1(C)C=CC=CC=1.O.C(OCC)(=O)C.CN(C)P(N(C)C)(N(C)C)=O>[Cl:1][C:2]1[CH:3]=[CH:4][C:5]2[O:16][CH:20]([C:21]([OH:23])=[O:22])[O:9][CH:8]([C:10]3[CH:15]=[CH:14][CH:13]=[CH:12][CH:11]=3)[C:6]=2[CH:7]=1 |f:1.2,3.4,^1:25|. Reported procedure: A solution of 30.1 g of 5-chloro-2-hydroxy-α-phenyl-benzene-methanol in 200 ml of anhydrous toluene was added dropwise with stirring at room temperature to a mixture of 10.35 g of sodium amide and 100 ml of toluene and the mixture was stirred for 2 hours at room temperature and was then refluxed for 6 hours. After cooling the mixture to room temperature, 22.3 g of potassium dichloroacetate were added thereto in small portions and 20 ml of hexamethylphosphoramide were added. The mixture was stirr... Conditions: temperature 40 celsius, time 8 hour. Reaction SMILES: N1[CH:5]=[CH:4][N:3]=[N:2]1.[H-].[Na+].ClCC1[CH:23]=[CH:22][C:13]([O:14][C:15]2[CH:20]=[CH:19][CH:18]=[C:17]([F:21])[N:16]=2)=[C:12]([O:24][CH3:25])[CH:11]=1.[CH3:26][N:27](C=O)[CH3:28]>>[F:21][C:17]1[CH:18]=[CH:19][CH:20]=[C:15]([O:14][C:13]2[CH:22]=[CH:23][C:5]([CH2:4][N:3]3[CH:28]=[N:27][CH:26]=[N:2]3)=[CH:11][C:12]=2[O:24][CH3:25])[N:16]=1 |f:1.2|. The product is FC1=NC(=CC=C1)OC1=C(C=C(C=C1)CN1N=CN=C1)OC (2-fluoro-6-[2-methoxy-4-(1H-1,2,4-triazol-1-ylmethyl) phenoxy]pyridine). Procedure: To a solution of triazole (18 mg; 0.267 mmol) and NaH (10 mg; 0.25 mmol) in DMF (1 mL), under argon, was added a solution of 2-[4-(chloromethyl)-2-methoxyphenoxy]-6-fluoropyridine (65 mg; 0.243 mmol) in DMF (1 mL). The reaction mixture was allowed to stir overnight at 40° C. After concentration, the reaction was hydrolysed with saturated NH4Cl (1 mL), extracted with AcOEt (2*1 mL). Combined organic phases were dried over Na2SO4, concentrated in vacuo, the title compound (72 mg; quantitative) was... Reactants: N1N=NC=C1 (triazole), [H-].[Na+] (NaH), ClCC1=CC(=C(OC2=NC(=CC=C2)F)C=C1)OC (2-[4-(chloromethyl)-2-methoxyphenoxy]-6-fluoropyridine), CN(C)C=O (DMF), CN(C)C=O (DMF). Run in O1CCCC1 (tetrahydrofuran), O1CCCC1 (tetrahydrofuran). Reaction conditions: time 8 hour. Starting materials: BrCC(=O)OC (methyl bromoacetate), C(C)(C)(C)OC(NC1=CC(=C(C=C1)F)F)=O ((3,4-difluorophenyl)-carbamic acid tert-butyl ester), CC(C)([O-])C.[K+] (potassium tert-butoxide), solution. Reaction SMILES: [C:1]([O:5][C:6](=[O:16])[NH:7][C:8]1[CH:13]=[CH:12][C:11]([F:14])=[C:10]([F:15])[CH:9]=1)([CH3:4])([CH3:3])[CH3:2].CC(C)([O-])C.[K+].Br[CH2:24][C:25]([O:27][CH3:28])=[O:26]>O1CCCC1>[CH3:28][O:27][C:25](=[O:26])[CH2:24][N:7]([C:6]([O:5][C:1]([CH3:4])([CH3:2])[CH3:3])=[O:16])[C:8]1[CH:13]=[CH:12][C:11]([F:14])=[C:10]([F:15])[CH:9]=1 |f:1.2|. Procedure: To a solution of (3,4-difluorophenyl)-carbamic acid tert-butyl ester (Tetrahedron, (1992), 48(35), 7373) (15.1 g) in tetrahydrofuran (120 ml) at 0° C. was added potassium tert-butoxide (94 ml of a 1.0 M solution in tetrahydrofuran) dropwise. After stirring for 2 hr methyl bromoacetate (9.1 ml) was added dropwise and ice-bath removed and reaction mixture stirred at room temperature overnight. Reaction mixture concentrated under reduced pressure, diluted with ethyl acetate and washed with water an... Product: COC(CN(C1=CC(=C(C=C1)F)F)C(=O)OC(C)(C)C)=O ([tert-Butoxycarbonyl-(3,4-difluorophenyl)-amino]-acetic acid methyl ester).